Dataset: the Open Reaction Database (ORD), a public repository of structured organic reaction records. Task: describe an organic reaction: reactants, conditions, products, and yield Starting materials: ClCCl, O=C(Cl)C(=O)Cl, Cn1nnnc1C(C(=O)O)=C(c1ccc(F)cc1)c1ccc(F)cc1. Yields the product Cn1nnnc1C(C=O)=C(c1ccc(F)cc1)c1ccc(F)cc1. As a reaction SMILES: [CH2:32]([Cl:33])[Cl:34].[Cl:26][C:27]([C:28]([Cl:29])=[O:30])=[O:31].[F:1][c:2]1[cH:3][cH:4][c:5]([C:8](=[C:9]([C:10](=[O:11])[OH:12])[c:13]2[n:14][n:15][n:16][n:17]2[CH3:18])[c:19]2[cH:20][cH:21][c:22]([F:25])[cH:23][cH:24]2)[cH:6][cH:7]1>>[F:1][c:2]1[cH:3][cH:4][c:5]([C:8](=[C:9]([CH:10]=[O:11])[c:13]2[n:14][n:15][n:16][n:17]2[CH3:18])[c:19]2[cH:20][cH:21][c:22]([F:25])[cH:23][cH:24]2)[cH:6][cH:7]1. The reactants are CN(C1CC(C2=C(CC1)C=CC=C2)=O)C (7-dimethylamino-5-oxo-6,7,8,9-tetrahydro [5H] benzocycloheptene), C1(=CC=CC=C1)[Li] (phenyl lithium), [Cl-].[NH4+] (ammonium chloride), O (water). Run in C(C)OCC (ethyl ether), C(C)OCC (ethyl ether). Run at time 2 hour. Yields the product CN(C1CC(C2=C(CC1)C=CC=C2)(O)C2=CC=CC=C2)C (7-dimethylamino-5ξ-phenyl-5ξ-hydroxy6,7,8,9-tetrahydro [5H] benzocycloheptene). RXN SMILES: [CH3:1][N:2]([CH3:15])[CH:3]1[CH2:9][CH2:8][C:7]2[CH:10]=[CH:11][CH:12]=[CH:13][C:6]=2[C:5](=[O:14])[CH2:4]1.[C:16]1([Li])[CH:21]=[CH:20][CH:19]=[CH:18][CH:17]=1.[Cl-].[NH4+].O>C(OCC)C>[CH3:1][N:2]([CH3:15])[CH:3]1[CH2:9][CH2:8][C:7]2[CH:10]=[CH:11][CH:12]=[CH:13][C:6]=2[C:5]([C:16]2[CH:21]=[CH:20][CH:19]=[CH:18][CH:17]=2)([OH:14])[CH2:4]1 |f:2.3|. Procedure details: A solution of 24.46 g of 7-dimethylamino-5-oxo-6,7,8,9-tetrahydro [5H] benzocycloheptene in 488 ml of ethyl ether was added over 75 minutes under a nitrogen atmosphee at 0° to 5° C to a solution of 1.2 M of phenyl lithium in ethyl ether and the mixture was stirred for 2 hours at 0° to 5° C. 120 ml of an aqueous saturated ammonium chloride solution and then 100 ml of water were slowly added thereto at 0° to 15° C and the mixture was decanted. The ether phase was washed with water and dried to obt... Starting materials: CC(C)(C)OC(=O)Nc1cccc(C(=O)N2CCN(CCc3ccc(Cl)cc3)CC2)c1, CS(C)=O, [K+], [OH-], Cc1ccc(S(=O)(=O)OCCOC(C)C)cc1. The product is CC(C)OCCN(C(=O)OC(C)(C)C)c1cccc(C(=O)N2CCN(CCc3ccc(Cl)cc3)CC2)c1. Reaction SMILES: [C:1]([CH3:2])([CH3:3])([CH3:4])[O:5][C:6](=[O:7])[NH:8][c:9]1[cH:10][c:11]([C:12](=[O:13])[N:14]2[CH2:15][CH2:16][N:17]([CH2:20][CH2:21][c:22]3[cH:23][cH:24][c:25]([Cl:28])[cH:26][cH:27]3)[CH2:18][CH2:19]2)[cH:29][cH:30][cH:31]1.[CH3:51][S:52]([CH3:53])=[O:54].[K+:50].[OH-:49].[c:32]1([CH3:33])[cH:34][cH:35][c:36]([S:37]([O:38][CH2:42][CH2:43][O:44][CH:45]([CH3:46])[CH3:47])(=[O:39])=[O:40])[cH:41][cH:48]1>>[C:1]([CH3:2])([CH3:3])([CH3:4])[O:5][C:6](=[O:7])[N:8]([c:9]1[cH:10][c:11]([C:12](=[O:13])[N:14]2[CH2:15][CH2:16][N:17]([CH2:20][CH2:21][c:22]3[cH:23][cH:24][c:25]([Cl:28])[cH:26][cH:27]3)[CH2:18][CH2:19]2)[cH:29][cH:30][cH:31]1)[CH2:42][CH2:43][O:44][CH:45]([CH3:46])[CH3:47]. The reactants are ClCC(C)(O)C (1-chloro-2-methyl-propan-2-ol), OC1=CC=C(C#N)C=C1 (4-hydroxybenzonitrile), C(=O)([O-])[O-].[K+].[K+] (K2CO3). Run in O (water), C(C)O (ethanol). Run at temperature 80 celsius. Product: OC(COC1=CC=C(C#N)C=C1)(C)C (4-(2-hydroxy-2-methyl-propoxy)benzonitrile). Isolated yield 94.0%. Reaction SMILES: Cl[CH2:2][C:3]([CH3:6])([OH:5])[CH3:4].[OH:7][C:8]1[CH:15]=[CH:14][C:11]([C:12]#[N:13])=[CH:10][CH:9]=1.C([O-])([O-])=O.[K+].[K+]>O.C(O)C>[OH:5][C:3]([CH3:6])([CH3:4])[CH2:2][O:7][C:8]1[CH:15]=[CH:14][C:11]([C:12]#[N:13])=[CH:10][CH:9]=1 |f:2.3.4|. Reported procedure: A mixture of 1-chloro-2-methyl-propan-2-ol (10 mL), 4-hydroxybenzonitrile (2 g, 16.8 mmol), K2CO3 (9.3 g, 67.3 mmol) in water (6 mL) and ethanol (60 mL) was heated at 80° C. for 16 hours. The reaction mixture was cooled and the solvent was concentrated in vacuo. The residue was diluted with ether (200 mL) and filtered and the filtrate was washed sequentially with water (50 mL) and brine solution (50 mL). The organics were separated and dried over MgSO4 and solvent was removed in vacuo to give a ...